Dataset: the Open Reaction Database (ORD), a public repository of structured organic reaction records. Task: describe an organic reaction: reactants, conditions, products, and yield Starting materials: CCCCC1CC(c2ccc(F)cc2)OC1=O, [K+], C1COCCO1, [OH-]. The product is CCCCC(CC(O)c1ccc(F)cc1)C(=O)O. As a reaction SMILES: [CH2:1]([CH2:2][CH2:3][CH3:4])[CH:5]1[C:6](=[O:17])[O:7][CH:8]([c:10]2[cH:11][cH:12][c:13]([F:16])[cH:14][cH:15]2)[CH2:9]1.[K+:19].[O:20]1[CH2:21][CH2:22][O:23][CH2:24][CH2:25]1.[OH-:18]>>[CH2:1]([CH2:2][CH2:3][CH3:4])[CH:5]([C:6]([OH:17])=[O:18])[CH2:9][CH:8]([OH:7])[c:10]1[cH:11][cH:12][c:13]([F:16])[cH:14][cH:15]1. The reactants are Cl.C(C)N(CCCN=C=NCC)CC (N-(3-Diethylaminopropyl)-N′-ethylcarbodiimide hydrochloride), ON1N=NC2=C1C=CC=C2 (1-hydroxybenzotriazole), Cl.N[C@@H](CO)C=1C=NC(=CC1)C(F)(F)F ((R)-2-amino-2-(6-trifluoromethyl-pyridin-3-yl)-ethanol hydrochloride), C(C)(C)N(C(C)C)CC (N,N-diisopropylethylamine). Solvent: C1CCOC1 (THF), O (Water). Reaction conditions: time 8 hour. Yields the product OC[C@@H](C=1C=NC(=CC1)C(F)(F)F)N.C1(=CC=CC=C1)[C@@H]1[C@H](C1)C(=O)O ((1S,2S)-2-Phenyl-cyclopropanecarboxylic acid [(R)-2-hydroxy-1-(6-trifluoromethyl-pyridin-3-yl)-ethyl]-amine). Reaction SMILES: Cl.C(N([CH2:13][CH3:14])CCCN=C=NCC)C.[OH:15]N1C2C=CC=CC=2N=N1.Cl.[NH2:26][C@H:27]([C:30]1[CH:31]=[N:32][C:33]([C:36]([F:39])([F:38])[F:37])=[CH:34][CH:35]=1)[CH2:28][OH:29].C(N(CC)C(C)C)(C)C>C1COCC1.O>[OH:29][CH2:28][C@H:27]([NH2:26])[C:30]1[CH:31]=[N:32][C:33]([C:36]([F:37])([F:38])[F:39])=[CH:34][CH:35]=1.[C:35]1([C@H:30]2[CH2:31][C@@H:27]2[C:28]([OH:15])=[O:29])[CH:14]=[CH:13][CH:36]=[CH:33][CH:34]=1 |f:0.1,3.4,8.9|. Procedure details: N-(3-Diethylaminopropyl)-N′-ethylcarbodiimide hydrochloride (0.39 g, 2.03 mmol) and 1-hydroxybenzotriazole (0.366 g, 2.71 mmol) were added to a stirred mixture of IM46 (0.22 g, 1.36 mmol) and commercially available (R)-2-amino-2-(6-trifluoromethyl-pyridin-3-yl)-ethanol hydrochloride (Supplier Netchem Inc., Catalog No 517882) (0.494 g, 2.03 mmol) and N,N-diisopropylethylamine (0.472 ml, 2.71 mmol) in THF (20 ml). The solution was stirred at rt overnight. Water was added and the mixture was extrac... Reactants: NC1=C2C(=C3C(=N1)N(C(=C3)C(=O)N(C3CC3)C3CC3)CC)N(C=N2)C (4-amino-N,N-dicyclopropyl-6-ethyl-1-methyl-1,6-dihydroimidazo[4,5-d]pyrrolo[2,3-b]pyridine-7-carboxamide), C(C1=CC=CC=C1)(=O)N=C=S (benzoyl isothiocyanate), O (water). The solvent is CC(=O)C (acetone). Reaction conditions: temperature 0 celsius. Product: C(C1=CC=CC=C1)(=O)NC(NC1=C2C(=C3C(=N1)N(C(=C3)C(=O)N(C3CC3)C3CC3)CC)N(C=N2)C)=S (4-(3-benzoylthioureido)-N,N-dicyclopropyl-6-ethyl-1-methyl-1,6-dihydroimidazo[4,5-d]pyrrolo[2,3-b]pyridine-7-carboxamide). Isolated yield 88.4%. Reaction SMILES: [NH2:1][C:2]1[N:7]=[C:6]2[N:8]([CH2:20][CH3:21])[C:9]([C:11]([N:13]([CH:17]3[CH2:19][CH2:18]3)[CH:14]3[CH2:16][CH2:15]3)=[O:12])=[CH:10][C:5]2=[C:4]2[N:22]([CH3:25])[CH:23]=[N:24][C:3]=12.[C:26]([N:34]=[C:35]=[S:36])(=[O:33])[C:27]1[CH:32]=[CH:31][CH:30]=[CH:29][CH:28]=1.O>CC(C)=O>[C:26]([NH:34][C:35](=[S:36])[NH:1][C:2]1[N:7]=[C:6]2[N:8]([CH2:20][CH3:21])[C:9]([C:11]([N:13]([CH:17]3[CH2:19][CH2:18]3)[CH:14]3[CH2:16][CH2:15]3)=[O:12])=[CH:10][C:5]2=[C:4]2[N:22]([CH3:25])[CH:23]=[N:24][C:3]=12)(=[O:33])[C:27]1[CH:32]=[CH:31][CH:30]=[CH:29][CH:28]=1. Reported procedure: A solution of 4-amino-N,N-dicyclopropyl-6-ethyl-1-methyl-1,6-dihydroimidazo[4,5-d]pyrrolo[2,3-b]pyridine-7-carboxamide (example 1J, 234 mg, 0.69 mmol) and benzoyl isothiocyanate (0.1 ml, 0.83 mmol) in acetone (3 ml) was stirred at room temperature for 3 h. The reaction mixture was cooled to 0° C. and water was added. The resulting brown solid was collected by filtration and air-dried to give 4-(3-benzoylthioureido)-N,N-dicyclopropyl-6-ethyl-1-methyl-1,6-dihydroimidazo[4,5-d]pyrrolo[2,3-b]pyridin... Starting materials: CC(=O)Oc1c(Cl)c(Oc2ccc([N+](=O)[O-])cc2)c(OC(C)=O)c2ccccc12, [H][H], C1CCOC1. Product: CC(=O)Oc1c(Cl)c(Oc2ccc(N)cc2)c(OC(C)=O)c2ccccc12. RXN SMILES: [C:1]([CH3:2])(=[O:3])[O:4][c:5]1[c:6]([O:20][c:21]2[cH:22][cH:23][c:24]([N+:27]([O-:28])=[O:29])[cH:25][cH:26]2)[c:7]([Cl:19])[c:8]([O:15][C:16]([CH3:17])=[O:18])[c:9]2[cH:10][cH:11][cH:12][cH:13][c:14]12.[H:30][H:31].[O:32]1[CH2:33][CH2:34][CH2:35][CH2:36]1>>[C:1]([CH3:2])(=[O:3])[O:4][c:5]1[c:6]([O:20][c:21]2[cH:22][cH:23][c:24]([NH2:27])[cH:25][cH:26]2)[c:7]([Cl:19])[c:8]([O:15][C:16]([CH3:17])=[O:18])[c:9]2[cH:10][cH:11][cH:12][cH:13][c:14]12.